From a dataset of the Open Reaction Database (ORD), a public repository of structured organic reaction records. describe an organic reaction: reactants, conditions, products, and yield Starting materials: CC(=O)C1CC(NC(=O)OC(C)(C)C)CCC1N, CN1CCOCC1, O=C(O)CNC(=O)c1cccc(C(F)(F)F)c1, CN(C)C=O. The product is CC(=O)C1CC(NC(=O)OC(C)(C)C)CCC1NC(=O)CNC(=O)c1cccc(C(F)(F)F)c1. RXN SMILES: [C:1]([CH3:2])(=[O:3])[CH:4]1[CH2:5][CH:6]([NH:11][C:12]([O:13][C:14]([CH3:15])([CH3:16])[CH3:17])=[O:18])[CH2:7][CH2:8][CH:9]1[NH2:10].[CH3:36][N:37]1[CH2:38][CH2:39][O:40][CH2:41][CH2:42]1.[F:19][C:20]([c:21]1[cH:22][c:23]([C:24](=[O:25])[NH:26][CH2:27][C:28](=[O:29])[OH:30])[cH:31][cH:32][cH:33]1)([F:34])[F:35].[O:43]=[CH:44][N:45]([CH3:46])[CH3:47]>>[C:1]([CH3:2])(=[O:3])[CH:4]1[CH2:5][CH:6]([NH:11][C:12]([O:13][C:14]([CH3:15])([CH3:16])[CH3:17])=[O:18])[CH2:7][CH2:8][CH:9]1[NH:10][C:28]([CH2:27][NH:26][C:24]([c:23]1[cH:22][c:21]([C:20]([F:19])([F:34])[F:35])[cH:33][cH:32][cH:31]1)=[O:25])=[O:29]. The reactants are CC(=O)O, CC(C)O, CC(C)(C)OC(=O)N1CCC(ON)C1, O=C(c1ccccc1)c1cc2ccncc2[nH]1. Product: CC(C)(C)OC(=O)N1CCC(ON=C(c2ccccc2)c2cc3ccncc3[nH]2)C1. Reaction SMILES: [CH3:32][C:33](=[O:34])[OH:35].[CH:36]([OH:37])([CH3:38])[CH3:39].[NH2:18][O:19][CH:20]1[CH2:21][N:22]([C:25](=[O:26])[O:27][C:28]([CH3:29])([CH3:30])[CH3:31])[CH2:23][CH2:24]1.[c:1]1([C:7](=[O:8])[c:9]2[cH:10][c:11]3[c:12]([cH:13][n:14][cH:15][cH:16]3)[nH:17]2)[cH:2][cH:3][cH:4][cH:5][cH:6]1>>[c:1]1([C:7]([c:9]2[cH:10][c:11]3[c:12]([cH:13][n:14][cH:15][cH:16]3)[nH:17]2)=[N:18][O:19][CH:20]2[CH2:21][N:22]([C:25](=[O:26])[O:27][C:28]([CH3:29])([CH3:30])[CH3:31])[CH2:23][CH2:24]2)[cH:2][cH:3][cH:4][cH:5][cH:6]1. The reactants are NC=1C=C(C=CC1)B(O)O (3-amino phenylboronic acid), C(C=C)(=O)Cl (acryloyl chloride). Yields the product C(C=C)(=O)NC=1C=C(C=CC1)B(O)O (3-Acrylamido-phenylboronic acid). As a reaction SMILES: [NH2:1][C:2]1[CH:3]=[C:4]([B:8]([OH:10])[OH:9])[CH:5]=[CH:6][CH:7]=1.[C:11](Cl)(=[O:14])[CH:12]=[CH2:13]>>[C:11]([NH:1][C:2]1[CH:3]=[C:4]([B:8]([OH:10])[OH:9])[CH:5]=[CH:6][CH:7]=1)(=[O:14])[CH:12]=[CH2:13]. Procedure details: 3-Acrylamido-phenylboronic acid (“3-APB”) was synthesized by reacting 3-amino phenylboronic acid with an excess of acryloyl chloride in an aqueous alkaline solution. The product was extracted in acetone and dried using a rotary evaporator. The structure of 3-APB was confirmed using NMR. The purity was about 90%, TLC showing very little contamination. Reactants: C(C)OC(CC1=C(C(=O)OCC)C=CC=C1)=O (ethyl 2-[2-(ethyloxy)-2-oxoethyl]benzoate), BrBr (bromine). Reagents/catalysts: [W] (tungsten). Solvent: C(Cl)(Cl)Cl (chloroform). Conditions: temperature 20 celsius. Product: BrC(C(=O)OCC)C1=C(C(=O)OCC)C=CC=C1 (ethyl 2-[1-bromo-2-(ethyloxy)-2-oxoethyl]benzoate). Isolated yield 50.2%. Reaction SMILES: [CH2:1]([O:3][C:4](=[O:17])[CH2:5][C:6]1[CH:16]=[CH:15][CH:14]=[CH:13][C:7]=1[C:8]([O:10][CH2:11][CH3:12])=[O:9])[CH3:2].[Br:18]Br>C(Cl)(Cl)Cl.[W]>[Br:18][CH:5]([C:6]1[CH:16]=[CH:15][CH:14]=[CH:13][C:7]=1[C:8]([O:10][CH2:11][CH3:12])=[O:9])[C:4]([O:3][CH2:1][CH3:2])=[O:17]. Procedure details: A solution of ethyl 2-[2-(ethyloxy)-2-oxoethyl]benzoate (4.15 g, 17.5 mmol) in chloroform (70 ml) was treated with bromine (1.3 ml, 25 mmol) and stirred at reflux, whilst irradiating with a 120 W tungsten bulb, for 5 hrs. The mixture was cooled to 20° C., evaporated and purified by automated flash silica-gel column chromatography (using a Biotage SP4), eluting with 0-10% gradient of ethyl acetate in hexane (10 column volumes), to give ethyl 2-[1-bromo-2-(ethyloxy)-2-oxoethyl]benzoate (2.77 g) as... The reactants are C1(=CC=CC=C1)NC1=CC=CC=C1 (diphenylamine), COC1=CC=C(C=C1)Br (4-methoxy-bromobenzene), O([Na])C(C)(C)C (NaO-t-Bu), P(C(C)(C)C)(C(C)(C)C)C(C)(C)C (P(t-Bu)3). The reagents and catalysts are C=1C=CC(=CC1)/C=C/C(=O)/C=C/C2=CC=CC=C2.C=1C=CC(=CC1)/C=C/C(=O)/C=C/C2=CC=CC=C2.C=1C=CC(=CC1)/C=C/C(=O)/C=C/C2=CC=CC=C2.[Pd].[Pd] (Pd2(dba)3). The solvent is C1(=CC=CC=C1)C (toluene). Reaction conditions: temperature 100 celsius, time 12 hour. Product: COC1=CC=C(C=C1)N(C1=CC=CC=C1)C1=CC=CC=C1 ((4-methoxyphenyl )-diphenylamine). Isolated yield 70.0%. As a reaction SMILES: [C:1]1([NH:7][C:8]2[CH:13]=[CH:12][CH:11]=[CH:10][CH:9]=2)[CH:6]=[CH:5][CH:4]=[CH:3][CH:2]=1.[CH3:14][O:15][C:16]1[CH:21]=[CH:20][C:19](Br)=[CH:18][CH:17]=1.O(C(C)(C)C)[Na].P(C(C)(C)C)(C(C)(C)C)C(C)(C)C>C1(C)C=CC=CC=1.C1C=CC(/C=C/C(/C=C/C2C=CC=CC=2)=O)=CC=1.C1C=CC(/C=C/C(/C=C/C2C=CC=CC=2)=O)=CC=1.C1C=CC(/C=C/C(/C=C/C2C=CC=CC=2)=O)=CC=1.[Pd].[Pd]>[CH3:14][O:15][C:16]1[CH:21]=[CH:20][C:19]([N:7]([C:8]2[CH:9]=[CH:10][CH:11]=[CH:12][CH:13]=2)[C:1]2[CH:6]=[CH:5][CH:4]=[CH:3][CH:2]=2)=[CH:18][CH:17]=1 |f:5.6.7.8.9|. Procedure details: 10 g of diphenylamine and 11 g of 4-methoxy-bromobenzene was dissolved in toluene (250 mL). NaO-t-Bu (5.3 g), Pd2(dba)3 (0.4 g), and P(t-Bu)3 (0.5 g) were added to the above solution at room temperature. The reaction mixture was stirred at 100° C. for 12 hours under N2 After cooling to room temperature, the mixture was quenched by adding aqueous ammonia (300 mL). An organic layer was separated from the reactant solution using methylene chloride and dried using magnesium sulfate. Then, methylene ... Reactants: BrC=1C=NC=2N(C1)N=C(C2)C(=O)O (6-bromo-pyrazolo[1,5-a]pyrimidine-2-carboxylic acid), CS(=O)(=O)C1=C2CCNC(C2=CC=C1)C (5-Methanesulfonyl-1-methyl-1,2,3,4-tetrahydro-isoquinoline). Yields the product BrC=1C=NC=2N(C1)N=C(C2)C(=O)N2C(C1=CC=CC(=C1CC2)S(=O)(=O)C)C ((6-Bromo-pyrazolo[1,5-a]pyrimidin-2-yl)-(5-methanesulfonyl-1-methyl-3,4-dihydro-1H-isoquinolin-2-yl)-methanone). Reaction SMILES: [Br:1][C:2]1[CH:3]=[N:4][C:5]2[N:6]([N:8]=[C:9]([C:11]([OH:13])=O)[CH:10]=2)[CH:7]=1.[CH3:14][S:15]([C:18]1[CH:27]=[CH:26][CH:25]=[C:24]2[C:19]=1[CH2:20][CH2:21][NH:22][CH:23]2[CH3:28])(=[O:17])=[O:16]>>[Br:1][C:2]1[CH:3]=[N:4][C:5]2[N:6]([N:8]=[C:9]([C:11]([N:22]3[CH2:21][CH2:20][C:19]4[C:24](=[CH:25][CH:26]=[CH:27][C:18]=4[S:15]([CH3:14])(=[O:16])=[O:17])[CH:23]3[CH3:28])=[O:13])[CH:10]=2)[CH:7]=1. Procedure details: In close analogy to the procedure described in Example 1, 6-bromo-pyrazolo[1,5-a]pyrimidine-2-carboxylic acid is reacted with 5-Methanesulfonyl-1-methyl-1,2,3,4-tetrahydro-isoquinoline to provide the title compound in moderate yield. Reactants: C(C)N(CC)CCCC(C)N (diethylamino-4-aminopentane), Cl.N1=CC=C(C2=CC=CC=C12)C(=O)Cl (quinoline-4-carboxylic acid chloride hydrochloride). The solvent is O (water). Yields the product CC(CCCN(CC)CC)NC(=O)C1=CC=NC2=CC=CC=C12 (quinoline-4-carboxylic acid (α-methyl-δ-diethylaminobutyl)amide). RXN SMILES: [CH2:1]([N:3]([CH2:6][CH2:7][CH2:8][CH:9]([NH2:11])[CH3:10])[CH2:4][CH3:5])[CH3:2].Cl.[N:13]1[C:22]2[C:17](=[CH:18][CH:19]=[CH:20][CH:21]=2)[C:16]([C:23](Cl)=[O:24])=[CH:15][CH:14]=1>O>[CH3:10][CH:9]([NH:11][C:23]([C:16]1[C:17]2[C:22](=[CH:21][CH:20]=[CH:19][CH:18]=2)[N:13]=[CH:14][CH:15]=1)=[O:24])[CH2:8][CH2:7][CH2:6][N:3]([CH2:4][CH3:5])[CH2:1][CH3:2] |f:1.2|. Procedure: 2-[4'-(5"-nitrofuryl-2")-1,3-butadienyl]quinoline-4-carboxylic acid (α-methyl-δ-diethylaminobutyl)amide was prepared from 4.74 g (0.03 mol.) of diethylamino-4-aminopentane and 3.91 g (0.01 mol.) of 2-[4-(5"-nitrofuryl-2")-1,3-butadienyl]quinoline-4-carboxylic acid chloride hydrochloride in 50 ml of water. The process was conducted as described in Example 7. Starting materials: O=C([O-])O, O=N[O-], Nc1cnccc1C(F)(F)F, [Na+], [Na+], O, O=S(=O)(O)O. The product is Oc1cnccc1C(F)(F)F. RXN SMILES: [C:16](=[O:17])([OH:18])[O-:19].[N:12](=[O:13])[O-:14].[NH2:1][c:2]1[cH:3][n:4][cH:5][cH:6][c:7]1[C:8]([F:9])([F:10])[F:11].[Na+:15].[Na+:20].[OH2:26].[S:21](=[O:22])(=[O:23])([OH:24])[OH:25]>>[c:2]1([OH:13])[cH:3][n:4][cH:5][cH:6][c:7]1[C:8]([F:9])([F:10])[F:11]. Reactants: C(CCCCCC)OC1=CC=C(COC2=CC=C(C(=O)OCC)C=C2)C=C1 (ethyl 4-(4'-heptyloxybenzyloxy)benzoate), [OH-].[K+] (KOH). Run in C(C)O (ethanol). Product: C(CCCCCC)OC1=CC=C(COC2=CC=C(C(=O)O)C=C2)C=C1 (4-(4'heptyloxybenzyloxy)benzoic acid). As a reaction SMILES: [CH2:1]([O:8][C:9]1[CH:27]=[CH:26][C:12]([CH2:13][O:14][C:15]2[CH:25]=[CH:24][C:18]([C:19]([O:21]CC)=[O:20])=[CH:17][CH:16]=2)=[CH:11][CH:10]=1)[CH2:2][CH2:3][CH2:4][CH2:5][CH2:6][CH3:7].[OH-].[K+]>C(O)C>[CH2:1]([O:8][C:9]1[CH:10]=[CH:11][C:12]([CH2:13][O:14][C:15]2[CH:16]=[CH:17][C:18]([C:19]([OH:21])=[O:20])=[CH:24][CH:25]=2)=[CH:26][CH:27]=1)[CH2:2][CH2:3][CH2:4][CH2:5][CH2:6][CH3:7] |f:1.2|. Reported procedure: In 20 ml of benzene were dissolved 2.2 g of 4-heptyloxybenzyl alcohol and 1.7 g of ethyl 4-hydroxybenzoate, 1.8 g of diethyl azodicarboxylate and 2.6 g of triphenylphosphine were added to the solution, and a reaction was carried out with stirring. The reaction liquid was concentrated and the concentrate was separated and purified by the silica gel chromatography to obtain 3.1 g of ethyl 4-(4'-heptyloxybenzyloxy)benzoate. This ester was dissolved in 20 ml of ethanol and 4.2 ml of a 2N aqueous KOH...